describe an organic reaction: reactants, conditions, products, and yield From a dataset of the Open Reaction Database (ORD), a public repository of structured organic reaction records. Reactants: Cl (HCl), [N+](=O)([O-])C1=C(C#N)C(=CC=C1)C=C(C)C (2-nitro-6-(2-methylprop-1-enyl)benzonitrile). Reagents/catalysts: [Fe] (iron). Run in CCO (EtOH). Reaction conditions: time 15 minute. The product is NC1=C(C#N)C(=CC=C1)C=C(C)C (2-Amino-6-(2-methylprop-1-enyl)benzonitrile). Isolated yield 77.5%. Reaction SMILES: Cl.[N+:2]([C:5]1[CH:12]=[CH:11][CH:10]=[C:9]([CH:13]=[C:14]([CH3:16])[CH3:15])[C:6]=1[C:7]#[N:8])([O-])=O>CCO.[Fe]>[NH2:2][C:5]1[CH:12]=[CH:11][CH:10]=[C:9]([CH:13]=[C:14]([CH3:16])[CH3:15])[C:6]=1[C:7]#[N:8]. Procedure: Concentrated HCl (65.5 mL) was added slowly to a solution of 2-nitro-6-(2-methylprop-1-enyl)benzonitrile (Example 129c) (2.00 g; 9.89 mmol) in EtOH (120.2 mL) at room temperature. Then, the obtained mixture was treated with iron powder (5.52 g; 98.91 mmol), added in small portions at the same temperature. The mixture was stirred at room temperature for 15 min, and then heated at reflux for 30 min. The mixture was cooled to room temperature, EtOH was evaporated and the pH was adjusted to pH˜10 wi... Reactants: OCCCC1=CN(C2=CC=CC=C12)C=1C=NC=CC1 (3-(3-hydroxypropyl)-N-(3-pyridyl)indole), C1(=CC=CC=C1)S(=O)(=O)Cl (benzenesulfonyl chloride), N1=CC=CC=C1 (pyridine). Reaction conditions: time 14 hour. Product: N1=CC(=CC=C1)N1C=CC2=CC=CC=C12.C1(=CC=CC=C1)S(=O)(=O)OCCC (N-(3-pyridyl)indole 3-propyl benzenesulfonate). RXN SMILES: [OH:1]CCC[C:5]1[C:13]2[C:8](=[CH:9][CH:10]=[CH:11][CH:12]=2)[N:7]([C:14]2[CH:15]=[N:16][CH:17]=[CH:18][CH:19]=2)[CH:6]=1.[C:20]1([S:26](Cl)(=[O:28])=[O:27])[CH:25]=[CH:24][CH:23]=[CH:22][CH:21]=1.N1C=C[CH:33]=[CH:32][CH:31]=1>>[N:16]1[CH:17]=[CH:18][CH:19]=[C:14]([N:7]2[C:8]3[C:13](=[CH:12][CH:11]=[CH:10][CH:9]=3)[CH:5]=[CH:6]2)[CH:15]=1.[C:20]1([S:26]([O:28][CH2:31][CH2:32][CH3:33])(=[O:1])=[O:27])[CH:25]=[CH:24][CH:23]=[CH:22][CH:21]=1 |f:3.4|. Procedure details: A solution of 1.0 g of 3-(3-hydroxypropyl)-N-(3-pyridyl)indole in 40 ml of dry pyridine at 0° is treated with 0.7 g of benzenesulfonyl chloride and stored at 0° for 14 hours. The solvent is evaporated and the residue is partitioned between ethyl ether and aqueous sodium bicarbonate solution. The organic phase is separated, dried over potassium carbonate and evaporated to yield crude N-(3-pyridyl)indole-3-propyl benzenesulfonate as an oil which is used without further purification. Starting materials: [H-].[Na+] (sodium hydride), C(C(=C)C)(=O)O (methacrylic acid), [N+](=O)([O-])C1=CC=C(C=C1)N=NC1=CC=C(N)C=C1 (4-(4-nitrophenylazo)aniline). Solvent: C1CCOC1 (THF), C1CCOC1 (THF), C1CCOC1 (THF). Conditions: temperature 95 celsius, time 10 minute. Yields the product CC(=C)C(=O)NC1=CC=C(C=C1)N=NC2=CC=C(C=C2)[N+](=O)[O-] (Disperse Orange 3 Methacrylamide). The yield is 56.0%. RXN SMILES: [H-].[Na+].[N+:3]([C:6]1[CH:11]=[CH:10][C:9]([N:12]=[N:13][C:14]2[CH:20]=[CH:19][C:17]([NH2:18])=[CH:16][CH:15]=2)=[CH:8][CH:7]=1)([O-:5])=[O:4].[C:21](O)(=[O:25])[C:22]([CH3:24])=[CH2:23]>C1COCC1>[CH3:24][C:22]([C:21]([NH:18][C:17]1[CH:19]=[CH:20][C:14]([N:13]=[N:12][C:9]2[CH:10]=[CH:11][C:6]([N+:3]([O-:5])=[O:4])=[CH:7][CH:8]=2)=[CH:15][CH:16]=1)=[O:25])=[CH2:23] |f:0.1|. Procedure: 0.6 g of sodium hydride was added carefully to a 3 neck flask equipped with a condenser, addition funnel, and magnetic bar. 75 ml of anhydrous THF was added and the mixture stirred for 10 minutes. A solution of 4.0 g 4-(4-nitrophenylazo)aniline in 75 ml THF was added drop-wise and the flask stirred at 50° C. The temperature was raised to 95° C., and the mixture was refluxed for 6 hrs. The mixture was allowed to cool to room temperature and then 6.0 g of methacrylic acid in 20 ml THF was added dr... The reactants are O=C([O-])[O-], CI, O=S(O)c1cc(F)c(F)cc1F, [K+], [K+], CN(C)C=O, O. Product: CS(=O)(=O)c1cc(F)c(F)cc1F. RXN SMILES: [C:13](=[O:14])([O-:15])[O-:16].[CH3:19][I:20].[F:1][c:2]1[c:3]([S:10](=[O:11])[OH:12])[cH:4][c:5]([F:9])[c:6]([F:8])[cH:7]1.[K+:17].[K+:18].[O:22]=[CH:23][N:24]([CH3:25])[CH3:26].[OH2:21]>>[F:1][c:2]1[c:3]([S:10](=[O:11])(=[O:12])[CH3:13])[cH:4][c:5]([F:9])[c:6]([F:8])[cH:7]1.